This data is from the Open Reaction Database (ORD), a public repository of structured organic reaction records. The task is: describe an organic reaction: reactants, conditions, products, and yield The reactants are C1CCOC1, CCCCC(O)c1cccc(-c2ccc(C(F)(F)F)cc2)n1, CC(C)OC(=O)N=NC(=O)OC(C)C, CCOC(=O)C(C)(C)Oc1ccc(O)cc1C. Yields the product CCCCC(Oc1ccc(OC(C)(C)C(=O)OCC)c(C)c1)c1cccc(-c2ccc(C(F)(F)F)cc2)n1. Reaction SMILES: [CH2:54]1[O:55][CH2:56][CH2:57][CH2:58]1.[F:15][C:16]([c:17]1[cH:18][cH:19][c:20](-[c:23]2[cH:24][cH:25][cH:26][c:27]([CH:29]([CH2:30][CH2:31][CH2:32][CH3:33])[OH:34])[n:28]2)[cH:21][cH:22]1)([F:35])[F:36].[O:1]=[C:2]([O:3][CH:4]([CH3:5])[CH3:6])[N:7]=[N:8][C:9]([O:10][CH:11]([CH3:12])[CH3:13])=[O:14].[OH:37][c:38]1[cH:39][c:40]([CH3:53])[c:41]([O:42][C:43]([C:44](=[O:45])[O:46][CH2:47][CH3:48])([CH3:49])[CH3:50])[cH:51][cH:52]1>>[F:15][C:16]([c:17]1[cH:18][cH:19][c:20](-[c:23]2[cH:24][cH:25][cH:26][c:27]([CH:29]([CH2:30][CH2:31][CH2:32][CH3:33])[O:34][c:38]3[cH:39][c:40]([CH3:53])[c:41]([O:42][C:43]([C:44](=[O:45])[O:46][CH2:47][CH3:48])([CH3:49])[CH3:50])[cH:51][cH:52]3)[n:28]2)[cH:21][cH:22]1)([F:35])[F:36]. Reactants: CN1CCNCC1 (1-methyl-piperazine), C(C)(=O)O (acetic acid), FC1=C(CSC2=NC(=CC(=N2)NS(=O)(=O)N2CCC(CC2)=O)OC)C=CC=C1F (N-{2-[(2,3-difluorobenzyl)thio]-6-methoxypyrimidin-4-yl}-4-oxopiperidine-1-sulfonamide), product, C(C)(=O)O[BH-](OC(C)=O)OC(C)=O.[Na+] (sodium triacetoxyborohydride). The solvent is C(Cl)Cl (DCM), C(Cl)Cl (DCM). Conditions: time 1 hour. Product: FC1=C(CSC2=NC(=CC(=N2)NS(=O)(=O)N2CCC(CC2)N2CCN(CC2)C)OC)C=CC=C1F (N-{2-[(2,3-Difluorobenzyl)thio]-6-methoxypyrimidin-4-yl}-4-(4-methylpiperazin-1-yl)piperidine-1-sulfonamide). Reaction SMILES: [CH3:1][N:2]1[CH2:7][CH2:6][NH:5][CH2:4][CH2:3]1.C(O)(=O)C.[F:12][C:13]1[C:39]([F:40])=[CH:38][CH:37]=[CH:36][C:14]=1[CH2:15][S:16][C:17]1[N:22]=[C:21]([NH:23][S:24]([N:27]2[CH2:32][CH2:31][C:30](=O)[CH2:29][CH2:28]2)(=[O:26])=[O:25])[CH:20]=[C:19]([O:34][CH3:35])[N:18]=1.C(O[BH-](OC(=O)C)OC(=O)C)(=O)C.[Na+]>C(Cl)Cl>[F:12][C:13]1[C:39]([F:40])=[CH:38][CH:37]=[CH:36][C:14]=1[CH2:15][S:16][C:17]1[N:22]=[C:21]([NH:23][S:24]([N:27]2[CH2:28][CH2:29][CH:30]([N:5]3[CH2:6][CH2:7][N:2]([CH3:1])[CH2:3][CH2:4]3)[CH2:31][CH2:32]2)(=[O:25])=[O:26])[CH:20]=[C:19]([O:34][CH3:35])[N:18]=1 |f:3.4|. Procedure details: A solution of 1-methyl-piperazine (0.13 mL) in DCM (2 mL) was added to a solution of acetic acid (0.03 mL) and N-{2-[(2,3-difluorobenzyl)thio]-6-methoxypyrimidin-4-yl}-4-oxopiperidine-1-sulfonamide (the product of example 148, step iii) (0.10 g) in DCM (2 mL). The solution was stirred at room temperature for 1 h then sodium triacetoxyborohydride (0.24 g) was added in portions. The mixture was stirred at room temperature overnight then the DCM was evaporated and 3M aqueous sodium hydroxide (6 mL)... Starting materials: FC(C1=CC=C(C=C1)C1=NOC2(C1CCCC(C2)C(=O)OC)N2CCCC2)(F)F (methyl 3-(4-trifluoromethylphenyl)-3a,5,6,7,8,8a-hexahydro-8a-pyrrolidino-4H-cyclohept[d]isoxazole-7-carboxylate). Run in C(C)(=O)O (acetic acid), O (water), S(O)(O)(=O)=O (sulfuric acid), O (water). Reaction conditions: temperature 120 celsius. The product is FC(C1=CC=C(C=C1)C1=NOC2=C1CCCC(C2)C(=O)O)(F)F (3-(4-trifluoromethylphenyl)-5,6,7,8-tetrahydro-4H-cyclohept[d]isoxazole-7-carboxylic acid). Yield: 11.9%. Reaction SMILES: [F:1][C:2]([F:29])([F:28])[C:3]1[CH:8]=[CH:7][C:6]([C:9]2[CH:13]3[CH2:14][CH2:15][CH2:16][CH:17]([C:19]([O:21]C)=[O:20])[CH2:18][C:12]3(N3CCCC3)[O:11][N:10]=2)=[CH:5][CH:4]=1>C(O)(=O)C.O.S(=O)(=O)(O)O>[F:29][C:2]([F:1])([F:28])[C:3]1[CH:8]=[CH:7][C:6]([C:9]2[C:13]3[CH2:14][CH2:15][CH2:16][CH:17]([C:19]([OH:21])=[O:20])[CH2:18][C:12]=3[O:11][N:10]=2)=[CH:5][CH:4]=1. Procedure details: 3.38 g of methyl 3-(4-trifluoromethylphenyl)-3a,5,6,7,8,8a-hexahydro-8a-pyrrolidino-4H-cyclohept[d]isoxazole-7-carboxylate were dissolved in a mixture of 10 ml of glacial acetic acid, 10 ml of water and 10 ml of concentrated sulfuric acid and heated at 120° C. for 2 hours. The mixture was cooled, diluted with water and extracted three times with 100 ml of methylene chloride each time. The extracts were dried over magnesium sulfate and evaporated and the residue was crystallized from methanol to ... Reactants: C(=O)C1=CC=C(C=CC(=O)OCC2=CC=C(C=C2)OC)C=C1 (p-anisyl 4-formylcinnamate), BrCC(=O)OC (methyl bromoacetate), S(O)(O)(=O)=O (sulfuric acid). The reagents and catalysts are [Zn] (zinc). Solvent: C1=CC=CC=C1 (benzene). The product is OC(CC(=O)OC)C1=CC=C(C=CC(=O)OCC2=CC=C(C=C2)OC)C=C1 (p-anisyl 4-[1-hydroxy-2-(methoxycarbonyl)ethyl]-cinnamate). Reaction SMILES: [CH:1]([C:3]1[CH:22]=[CH:21][C:6]([CH:7]=[CH:8][C:9]([O:11][CH2:12][C:13]2[CH:18]=[CH:17][C:16]([O:19][CH3:20])=[CH:15][CH:14]=2)=[O:10])=[CH:5][CH:4]=1)=[O:2].Br[CH2:24][C:25]([O:27][CH3:28])=[O:26].S(=O)(=O)(O)O>C1C=CC=CC=1.[Zn]>[OH:2][CH:1]([C:3]1[CH:4]=[CH:5][C:6]([CH:7]=[CH:8][C:9]([O:11][CH2:12][C:13]2[CH:14]=[CH:15][C:16]([O:19][CH3:20])=[CH:17][CH:18]=2)=[O:10])=[CH:21][CH:22]=1)[CH2:24][C:25]([O:27][CH3:28])=[O:26]. Procedure: Next, 296 mg of p-anisyl 4-formylcinnamate and 0.14 ml of methyl bromoacetate were dissolved in 4 ml benzene, and mixed with 95 mg of zinc powder to form a suspension, followed by heating under a stream of argon for 5 hours. The reaction mixture was allowed to cool, mixed with 10% sulfuric acid, extracted with ether and then washed with 5% sulfuric acid. The organic layer was washed with 10% aqueous sodium carbonate, and dried over magnesium sulfate. The drying agent was filtered off and the fil... The reactants are COC(=O)CBr, [H-], [Na+], CN(C)C=O, O=C1NCCCO1. The product is COC(=O)CN1CCCOC1=O. As a reaction SMILES: [Br:10][CH2:11][C:12](=[O:13])[O:14][CH3:15].[H-:8].[Na+:9].[O:16]=[CH:17][N:18]([CH3:19])[CH3:20].[O:1]1[C:2](=[O:7])[NH:3][CH2:4][CH2:5][CH2:6]1>>[O:1]1[C:2](=[O:7])[N:3]([CH2:11][C:12](=[O:13])[O:14][CH3:15])[CH2:4][CH2:5][CH2:6]1.